The task is: describe an organic reaction: reactants, conditions, products, and yield. This data is from the Open Reaction Database (ORD), a public repository of structured organic reaction records. The reactants are ClC1=CC(=C(C=C1)C(CC(=O)C=1C=CC(N(C1)C)=O)C1=CC(=CC=C1)C(=O)N1CCOCC1)F (5-(3-(4-chloro-2-fluorophenyl)-3-(3-(morpholine-4-carbonyl)phenyl)propanoyl)-1-methylpyridin-2(1H)-one), Cl.NO (hydroxylamine hydrochloride), C(O)([O-])=O.[Na+] (sodium hydrogencarbonate). Yields the product ClC1=CC(=C(C=C1)C(C\C(=N/O)\C=1C=CC(N(C1)C)=O)C1=CC(=CC=C1)C(=O)N1CCOCC1)F ((E)-5-(3-(4-Chloro-2-fluorophenyl)-1-(hydroxyimino)-3-(3-(morpholine-4-carbonyl)-phenyl)propyl)-1-methylpyridin-2(1H)-one). As a reaction SMILES: [Cl:1][C:2]1[CH:7]=[CH:6][C:5]([CH:8]([C:20]2[CH:25]=[CH:24][CH:23]=[C:22]([C:26]([N:28]3[CH2:33][CH2:32][O:31][CH2:30][CH2:29]3)=[O:27])[CH:21]=2)[CH2:9][C:10]([C:12]2[CH:13]=[CH:14][C:15](=[O:19])[N:16]([CH3:18])[CH:17]=2)=O)=[C:4]([F:34])[CH:3]=1.Cl.[NH2:36][OH:37].C(=O)([O-])O.[Na+]>>[Cl:1][C:2]1[CH:7]=[CH:6][C:5]([CH:8]([C:20]2[CH:25]=[CH:24][CH:23]=[C:22]([C:26]([N:28]3[CH2:29][CH2:30][O:31][CH2:32][CH2:33]3)=[O:27])[CH:21]=2)[CH2:9]/[C:10](/[C:12]2[CH:13]=[CH:14][C:15](=[O:19])[N:16]([CH3:18])[CH:17]=2)=[N:36]\[OH:37])=[C:4]([F:34])[CH:3]=1 |f:1.2,3.4|. Procedure: In analogy to example 151, step 3, 5-(3-(4-chloro-2-fluorophenyl)-3-(3-(morpholine-4-carbonyl)phenyl)propanoyl)-1-methylpyridin-2(1H)-one was reacted with hydroxylamine hydrochloride in the presence of sodium hydrogencarbonate to give the title compound as a colourless solid containing 7% of the corresponding Z isomer, MS (ESI+): m/z=498.2 [M+H]+. The reactants are [BH4-].[Na+] (Sodium borohydride), CC1=NC(NN=C1C1=CC=CC=C1)=S (5-methyl-6-phenyl-1,2,4-triazine-3(2H)-thione), ( 2 ), Cl (hydrochloric acid). The solvent is O (water). Product: CC1NC(NN=C1C1=CC=CC=C1)=S (5-methyl-6-phenyl-4,5-dihydro-1,2,4-triazine-3(2H)-thione). As a reaction SMILES: [BH4-].[Na+].[CH3:3][C:4]1[C:9]([C:10]2[CH:15]=[CH:14][CH:13]=[CH:12][CH:11]=2)=[N:8][NH:7][C:6](=[S:16])[N:5]=1.Cl>O>[CH3:3][CH:4]1[C:9]([C:10]2[CH:15]=[CH:14][CH:13]=[CH:12][CH:11]=2)=[N:8][NH:7][C:6](=[S:16])[NH:5]1 |f:0.1|. Reported procedure: Sodium borohydride (0.71 g) and 5-methyl-6-phenyl-1,2,4-triazine-3(2H)-thione which have methanol of crystallization (4.03 g) were reacted in tetrahydrofuran according to a similar manner to that of EXAMPLE 2:(2). The reaction mixture was treated with a mixture of 1N-hydrochloric acid and water, and then extracted with ethyl acetate. The extract was washed successively with 1N hydrochloric acid, brine, an aqueous solution of sodium carbonate and brine, dried over magnesium sulfate and concentrat... Starting materials: S(=O)(=O)([O-])[O-].C(C)(C)(CC)C1=CC=C(C=C1)[I+]C1=CC=C(C=C1)C(C)(C)CC.C(C)(C)(CC)C1=CC=C(C=C1)[I+]C1=CC=C(C=C1)C(C)(C)CC (di (4-t-amylphenyl) iodonium sulfate), FC1=C(C(=C(C(=C1S(=O)(=O)[O-])F)F)F)F.C[N+](C)(C)C (tetramethylammonium pentafluorobenzenesulfonate). Run in O (Water). Product: FC1=C(C(=C(C(=C1S(=O)(=O)[O-])F)F)F)F.C(CCCC)C1=CC=C(C=C1)[I+]C1=CC=C(C=C1)CCCCC (di (4-amylphenyl) iodonium pentafluorobenzenesulfonate). Reaction SMILES: S([O-])([O-])(=O)=O.C([C:11]1[CH:16]=[CH:15][C:14]([I+:17][C:18]2[CH:23]=[CH:22][C:21](C(CC)(C)C)=[CH:20][CH:19]=2)=[CH:13][CH:12]=1)(CC)(C)C.[C:29]([C:34]1C=CC([I+]C2C=CC(C(CC)(C)C)=CC=2)=C[CH:35]=1)([CH2:32][CH3:33])(C)C.[F:52][C:53]1[C:58]([S:59]([O-:62])(=[O:61])=[O:60])=[C:57]([F:63])[C:56]([F:64])=[C:55]([F:65])[C:54]=1[F:66].C[N+](C)(C)C>O>[F:52][C:53]1[C:58]([S:59]([O-:62])(=[O:61])=[O:60])=[C:57]([F:63])[C:56]([F:64])=[C:55]([F:65])[C:54]=1[F:66].[CH2:33]([C:11]1[CH:16]=[CH:15][C:14]([I+:17][C:18]2[CH:23]=[CH:22][C:21]([CH2:55][CH2:54][CH2:53][CH2:58][CH3:57])=[CH:20][CH:19]=2)=[CH:13][CH:12]=1)[CH2:32][CH2:29][CH2:34][CH3:35] |f:0.1.2,3.4,6.7|. Reported procedure: Under ice-cooling, 25 g of pentafluorobenzenesulfonyl and 66.8 g of concentrated sulfuric acid was gradually dropwise added to the mixture with ice-cooling. The mixture was stirred with ice-cooling for 2 hours and then at room temperature for 10 hours. With ice-cooling, 500 ml of water was added to the reaction solution, followed by extraction with dichloromethane. The organic phase was washed with sodium bicarbonate and water and then concentrated, thereby a di (4-t-amylphenyl) iodonium sulfate... Starting materials: CCO, CC(C)C(=O)NC1CCc2c(c3cc(Cl)ccc3n2Cc2ccccc2[N+](=O)[O-])C1, Cl, [Na+], [OH-], O, O, Cl[Sn]Cl. The product is CC(C)C(=O)NC1CCc2c(c3cc(Cl)ccc3n2Cc2ccccc2N)C1. RXN SMILES: [CH3:38][CH2:39][OH:40].[Cl:6][c:7]1[cH:8][c:9]2[c:10]3[c:15]([n:16]([CH2:20][c:21]4[c:22]([N+:27]([O-:28])=[O:29])[cH:23][cH:24][cH:25][cH:26]4)[c:17]2[cH:18][cH:19]1)[CH2:14][CH2:13][CH:12]([NH:30][C:31]([CH:32]([CH3:33])[CH3:34])=[O:35])[CH2:11]3.[ClH:41].[Na+:37].[OH-:36].[OH2:1].[OH2:2].[Sn:3]([Cl:4])[Cl:5]>>[Cl:6][c:7]1[cH:8][c:9]2[c:10]3[c:15]([n:16]([CH2:20][c:21]4[c:22]([NH2:27])[cH:23][cH:24][cH:25][cH:26]4)[c:17]2[cH:18][cH:19]1)[CH2:14][CH2:13][CH:12]([NH:30][C:31]([CH:32]([CH3:33])[CH3:34])=[O:35])[CH2:11]3. Starting materials: C=CCOc1ccc2nc(S(=O)(=O)N=CN(C)C)sc2c1, CO, Cl, [Na+], [OH-], O. Yields the product C=CCOc1ccc2nc(S(N)(=O)=O)sc2c1. Reaction SMILES: [CH3:1][N:2]([CH3:3])[CH:21]=[N:4][S:5](=[O:6])(=[O:7])[c:8]1[s:9][c:10]2[c:11]([n:12]1)[cH:13][cH:14][c:15]([O:17][CH2:18][CH:19]=[CH2:20])[cH:16]2.[CH3:26][OH:27].[ClH:25].[Na+:23].[OH-:22].[OH2:24]>>[NH2:4][S:5](=[O:6])(=[O:7])[c:8]1[s:9][c:10]2[c:11]([n:12]1)[cH:13][cH:14][c:15]([O:17][CH2:18][CH:19]=[CH2:20])[cH:16]2. Reactants: solid, Cl.Cl.Cl.O1COC2=C1C=CC=C2N2CCN(CC2)CC[C@@H]2CC[C@H](CC2)N (Trans-4-[2-(4-Benzo[1,3]dioxol-4-yl-piperazin-1-yl)-ethyl]-cyclohexylamine trihydrochloride), Cl.Cl.Cl.O1COC2=C1C=CC=C2N2CCN(CC2)CC[C@@H]2CC[C@H](CC2)N (Trans-4-[2-(4-Benzo[1,3]dioxol-4-yl-piperazin-1-yl)-ethyl]-cyclohexylamine trihydrochloride), COCCC(=O)O (3-methoxypropionic acid). Product: O1COC2=C1C=CC=C2N2CCN(CC2)CC[C@@H]2CC[C@H](CC2)NC(CCOC)=O (Trans-N-{4-[2-(4-Benzo[1,3]dioxol-4-yl-piperazin-1-yl)-ethyl]-cyclohexyl}-3-methoxy-propionamide). Reaction SMILES: Cl.Cl.Cl.[O:4]1[C:8]2[CH:9]=[CH:10][CH:11]=[C:12]([N:13]3[CH2:18][CH2:17][N:16]([CH2:19][CH2:20][C@H:21]4[CH2:26][CH2:25][C@H:24]([NH2:27])[CH2:23][CH2:22]4)[CH2:15][CH2:14]3)[C:7]=2[O:6][CH2:5]1.[CH3:28][O:29][CH2:30][CH2:31][C:32](O)=[O:33]>>[O:4]1[C:8]2[CH:9]=[CH:10][CH:11]=[C:12]([N:13]3[CH2:18][CH2:17][N:16]([CH2:19][CH2:20][C@H:21]4[CH2:26][CH2:25][C@H:24]([NH:27][C:32](=[O:33])[CH2:31][CH2:30][O:29][CH3:28])[CH2:23][CH2:22]4)[CH2:15][CH2:14]3)[C:7]=2[O:6][CH2:5]1 |f:0.1.2.3|. Reported procedure: The title compound, off-white solid (36 mg, 64%), MS (ISP) m/z=418.4 [(M+H)+], was prepared in accordance with the general method of example 1 from Trans-4-[2-(4-Benzo[1,3]dioxol-4-yl-piperazin-1-yl)-ethyl]-cyclohexylamine hydrochloride (Intermediate A) (50 mg, 0.136 mmol) and 3-methoxypropionic acid. Starting materials: C(CCC)SCCCC (di-n-butylsulfide), cuprous iodide, CC1=CC(=CC2=CN(N=C12)COCC[Si](C)(C)C)CC=CC(=O)OCC (ethyl 4-(7-methyl-2-((2-(trimethylsilyl)ethoxy)methyl)-2H-indazol-5-yl)but-2-enoate), N1=C(C=CC=C1)[Li] (2-pyridinyl lithium). Run in CCOCC (ether), CCOCC (ether). Conditions: temperature 0 celsius, time 20 minute. The product is C(C)C1=CC(=NC=C1)C(CC(=O)OCC)CC1=CC2=CN(N=C2C(=C1)C)COCC[Si](C)(C)C ((±)-Ethyl 3-(4-ethylpyridin-2-yl)-4-(7-methyl-2-((2-(trimethylsilyl)ethoxy)methyl)-2H-indazol-5-yl)butanoate). The yield is 44.0%. As a reaction SMILES: [CH2:1](SCCCC)[CH2:2]CC.[N:10]1[CH:15]=[CH:14][CH:13]=[CH:12][C:11]=1[Li].[CH3:17][C:18]1[C:26]2[C:22](=[CH:23][N:24]([CH2:27][O:28][CH2:29][CH2:30][Si:31]([CH3:34])([CH3:33])[CH3:32])[N:25]=2)[CH:21]=[C:20]([CH2:35][CH:36]=[CH:37][C:38]([O:40][CH2:41][CH3:42])=[O:39])[CH:19]=1>CCOCC>[CH2:1]([C:13]1[CH:14]=[CH:15][N:10]=[C:11]([CH:36]([CH2:35][C:20]2[CH:19]=[C:18]([CH3:17])[C:26]3[C:22](=[CH:23][N:24]([CH2:27][O:28][CH2:29][CH2:30][Si:31]([CH3:32])([CH3:33])[CH3:34])[N:25]=3)[CH:21]=2)[CH2:37][C:38]([O:40][CH2:41][CH3:42])=[O:39])[CH:12]=1)[CH3:2]. Procedure: To a 50-mL oven-dried flask was added di-n-butylsulfide (244 mg, 1.665 mmol, 4.4 equiv) and cuprous iodide (159 mg, 0.832 mmol, 2.2 equiv) under nitrogen. Anhydrous ether (1.2 mL) was added and the suspension was cooled to 0° C. before the solution of 2-pyridinyl lithium was added via canuula. A yellowish brown precipitate was formed. After stirring at 0° C. for 20 min, the cooling bath was removed and ethyl 4-(7-methyl-2-((2-(trimethylsilyl)ethoxy)methyl)-2H-indazol-5-yl)but-2-enoate (141.7 mg,... Reaction SMILES: CO[C:3]1[CH:4]([CH:10]=[CH:11][C:12]2[CH:21]=[CH:20][CH:19]=[CH:18][C:13]=2[C:14]([O:16][CH3:17])=[O:15])[CH2:5][CH2:6][CH2:7][CH2:8][N:9]=1.[Cl-:22].[NH4+:23]>CO>[ClH:22].[NH:23]=[C:3]1[CH:4]([CH:10]=[CH:11][C:12]2[CH:21]=[CH:20][CH:19]=[CH:18][C:13]=2[C:14]([O:16][CH3:17])=[O:15])[CH2:5][CH2:6][CH2:7][CH2:8][NH:9]1 |f:1.2,4.5|. Yields the product Cl.N=C1NCCCCC1C=CC1=C(C(=O)OC)C=CC=C1 (methyl 2-[2-(hexahydro-2-imino-1H-azepin-3-yl)ethenyl]benzoate, monohydrochloride). The solvent is CO (MeOH). The reactants are COC=1C(CCCCN1)C=CC1=C(C(=O)OC)C=CC=C1 (methyl 2-[2-(3,4,5,6-tetrahydro-7-methoxy-2H-azepin-6-yl)ethenyl]benzoate), [Cl-].[NH4+] (ammonium chloride), title material. Reported procedure: The title product of Example 86 in MeOH is reacted with ammonium chloride by the method of Example 5 to generate the title material. Starting materials: C(C)(C)(C)OC(=O)N1C[C@H](CC1)[C@@H](CO)O ((S)-3-((S)-1,2-dihydroxyethyl)pyrrolidine-1-carboxylic acid t-butyl ester), C(C1=CC=CC=C1)Br (benzyl bromide). Reagents/catalysts: [Ag]=O (silver(II) oxide). The solvent is C(Cl)Cl (DCM). Conditions: time 8 hour. Yields the product C(C)(C)(C)OC(=O)N1C[C@H](CC1)[C@@H](COCC1=CC=CC=C1)O ((S)-3-((S)-2-benzyloxy-1-hydroxyethyl)pyrrolidine-1-carboxylic acid t-butyl ester). Yield: 39.6%. RXN SMILES: [C:1]([O:5][C:6]([N:8]1[CH2:12][CH2:11][C@H:10]([C@H:13]([OH:16])[CH2:14][OH:15])[CH2:9]1)=[O:7])([CH3:4])([CH3:3])[CH3:2].[CH2:17](Br)[C:18]1[CH:23]=[CH:22][CH:21]=[CH:20][CH:19]=1>C(Cl)Cl.[Ag]=O>[C:1]([O:5][C:6]([N:8]1[CH2:12][CH2:11][C@H:10]([C@H:13]([OH:16])[CH2:14][O:15][CH2:17][C:18]2[CH:23]=[CH:22][CH:21]=[CH:20][CH:19]=2)[CH2:9]1)=[O:7])([CH3:4])([CH3:2])[CH3:3]. Reported procedure: To a solution of (S)-3-((S)-1,2-dihydroxyethyl)pyrrolidine-1-carboxylic acid t-butyl ester (294.0 mg, 1.3 mmol) in DCM (6.3 mL) at room temperature, was added benzyl bromide (181.4 μL, 1525 μmol) followed by silver(II) oxide (472.4 mg, 3.8 mmol). The resulting mixture was stirred overnight. The mixture was filtered and the filtrate was subjected to same amount of silver (II) oxide and benzyl bromide and stirred overnight. The mixture was concentrated and the residue was purified by flash chromat...